From a dataset of the Open Reaction Database (ORD), a public repository of structured organic reaction records. describe an organic reaction: reactants, conditions, products, and yield The reactants are BrCc1ccccc1, COC(=O)CC(=O)c1cccnc1, C1CCOC1, Cl, [H-], [Na+]. Product: COC(=O)CC(=O)c1cccnc1Cc1ccccc1. Reaction SMILES: [Br:16][CH2:17][c:18]1[cH:19][cH:20][cH:21][cH:22][cH:23]1.[C:3]([c:4]1[cH:5][n:6][cH:7][cH:8][cH:9]1)(=[O:10])[CH2:11][C:12](=[O:13])[O:14][CH3:15].[CH2:25]1[O:26][CH2:27][CH2:28][CH2:29]1.[ClH:24].[H-:2].[Na+:1]>>[C:3]([c:4]1[c:5]([CH2:17][c:18]2[cH:19][cH:20][cH:21][cH:22][cH:23]2)[n:6][cH:7][cH:8][cH:9]1)(=[O:10])[CH2:11][C:12](=[O:13])[O:14][CH3:15].